From a dataset of the Open Reaction Database (ORD), a public repository of structured organic reaction records. describe an organic reaction: reactants, conditions, products, and yield The reactants are C(C)(=O)Cl (acetyl chloride), FC1=C(C=CC(=C1)F)C1(CC1)C=C(CO)F (1-(2,4-Difluorophenyl)-1-(2-fluoro-3-hydroxyprop-1-enyl)cyclopropane), C1=CC=CC=C1 (benzene). Run in N1=CC=CC=C1 (pyridine). The product is C(C)(=O)OCC(=CC1(CC1)C1=C(C=C(C=C1)F)F)F (1-(3-Acetoxy-2-fluoroprop-1-enyl)-1-(2,4-difluorophenyl)cyclopropane). Yield: 92.0%. Reaction SMILES: [C:1](Cl)(=[O:3])[CH3:2].[F:5][C:6]1[CH:11]=[C:10]([F:12])[CH:9]=[CH:8][C:7]=1[C:13]1([CH:16]=[C:17]([F:20])[CH2:18][OH:19])[CH2:15][CH2:14]1.C1C=CC=CC=1>N1C=CC=CC=1>[C:1]([O:19][CH2:18][C:17]([F:20])=[CH:16][C:13]1([C:7]2[CH:8]=[CH:9][C:10]([F:12])=[CH:11][C:6]=2[F:5])[CH2:14][CH2:15]1)(=[O:3])[CH3:2]. Procedure: The method of Example 17 was repeated using acetyl chloride (0.46 ml), 1-(2,4-difluorophenyl)-1-(2-fluoro-3-hydroxyprop-1-enyl)cyclopropane (Example 15) (0.21 g), benzene (12 ml) and pyridine (0.09 ml) to yield the title compound (0.22 g, 92%).